describe an organic reaction: reactants, conditions, products, and yield From a dataset of the Open Reaction Database (ORD), a public repository of structured organic reaction records. The reactants are C1CCOC1, Cl, COC(=O)c1ccc(-c2ccccc2)cc1F, [Na+], [OH-]. Yields the product O=C(O)c1ccc(-c2ccccc2)cc1F. As a reaction SMILES: [CH2:21]1[O:22][CH2:23][CH2:24][CH2:25]1.[ClH:20].[F:1][c:2]1[cH:3][c:4](-[c:12]2[cH:13][cH:14][cH:15][cH:16][cH:17]2)[cH:5][cH:6][c:7]1[C:8](=[O:9])[O:10][CH3:11].[Na+:19].[OH-:18]>>[F:1][c:2]1[cH:3][c:4](-[c:12]2[cH:13][cH:14][cH:15][cH:16][cH:17]2)[cH:5][cH:6][c:7]1[C:8](=[O:9])[OH:10]. Starting materials: Cl (HCl), BrC(C(O)C1=CC=CC=C1)CCC(C)C (2-bromo-5-methyl-1-phenylhexan-1-ol), NCCCN1CCCCC1 (1-(3-aminopropyl)piperidine), Cl (HCl). Run in C(C)O (ethanol), CCO (EtOH). Reaction conditions: temperature 110 celsius. Yields the product Cl.Cl.CC(CCC(C(O)C1=CC=CC=C1)NCCCN1CCCCC1)C ((1RS,2RS)-5-Methyl-1-phenyl-2-(3-piperidinopropylamino)hexan-1-ol dihydrochloride). Isolated yield 35.0%. RXN SMILES: Br[CH:2]([CH2:11][CH2:12][CH:13]([CH3:15])[CH3:14])[CH:3]([C:5]1[CH:10]=[CH:9][CH:8]=[CH:7][CH:6]=1)[OH:4].[NH2:16][CH2:17][CH2:18][CH2:19][N:20]1[CH2:25][CH2:24][CH2:23][CH2:22][CH2:21]1.[ClH:26]>C(O)C>[ClH:26].[ClH:26].[CH3:14][CH:13]([CH3:15])[CH2:12][CH2:11][CH:2]([NH:16][CH2:17][CH2:18][CH2:19][N:20]1[CH2:25][CH2:24][CH2:23][CH2:22][CH2:21]1)[CH:3]([C:5]1[CH:10]=[CH:9][CH:8]=[CH:7][CH:6]=1)[OH:4] |f:4.5.6|. Procedure: A mixture of 2-bromo-5-methyl-1-phenylhexan-1-ol [prepared from 2-bromo-5-methyl-1-phenylhexan-1-one by usual NaBH4 -reduction] (1.0 g, 3.69 mmol) and 1-(3-aminopropyl)piperidine (1.05 g, 7.38 mmol) was heated at 110° C. for 4 hours in a nitrogen atmosphere. After being cooled, the reaction mixture was dissolved in lN-HCl (50 ml) and the solution was washed with ether. The aqueous layer was basified with lN-NaOH and then extracted twice with ether. The combined ethereal extract was washed three ... Reactants: C(C)OC(C(C(C(C)=O)C)=O)OCC (1,1-diethoxy-3-methylpentane-2,4-dione), C([O-])(O)=O.C1(=CC=CC=C1)NC(=[NH2+])N (phenylguanidinium bicarbonate). Solvent: C(C)O (ethanol). Reaction conditions: temperature 75 celsius. Product: CC=1C(=NC(=NC1C)NC1=CC=CC=C1)C(OCC)OCC (5,6-Dimethyl-4-diethoxymethyl-2-(phenylamino)pyrimidine). Isolated yield 114.6%. As a reaction SMILES: [CH2:1]([O:3][CH:4]([O:12][CH2:13][CH3:14])[C:5](=O)[CH:6]([CH3:10])[C:7](=O)[CH3:8])[CH3:2].C(=O)(O)[O-].[C:19]1([NH:25][C:26]([NH2:28])=[NH2+:27])[CH:24]=[CH:23][CH:22]=[CH:21][CH:20]=1>C(O)C>[CH3:10][C:6]1[C:5]([CH:4]([O:12][CH2:13][CH3:14])[O:3][CH2:1][CH3:2])=[N:27][C:26]([NH:25][C:19]2[CH:24]=[CH:23][CH:22]=[CH:21][CH:20]=2)=[N:28][C:7]=1[CH3:8] |f:1.2|. Procedure: A mixture of 44 g (purity about 50%, about 0.11 mol) of 1,1-diethoxy-3-methylpentane-2,4-dione (crude product, Example 2a) and 35 g (0.175 mol) of phenylguanidinium bicarbonate in 300 ml of ethanol was heated at 70-80° C. for about 3 hours. The reaction mixture was then concentrated and the residue was filtered, with suction, through silica gel using methyl tert-butyl ether. The solvent was evaporated. Less volatile components were distilled off under a pressure of 0.3 mbar, at a bath temperatur...